From a dataset of the Open Reaction Database (ORD), a public repository of structured organic reaction records. describe an organic reaction: reactants, conditions, products, and yield Run at time 10 minute. RXN SMILES: C(S)C.[Cl-].[Al+3].[Cl-].[Cl-].[CH:8]([C:11]1[C:16]2[C:17](=[O:32])[N:18]([C:22]3[C:27]([F:28])=[C:26]([F:29])[N:25]=[C:24]([F:30])[C:23]=3[F:31])[S:19](=[O:21])(=[O:20])[C:15]=2[CH:14]=[C:13]([O:33]C)[CH:12]=1)([CH3:10])[CH3:9].Cl>C(Cl)(Cl)Cl>[CH:8]([C:11]1[C:16]2[CH2:17][N:18]([C:22]3[C:27]([F:28])=[C:26]([F:29])[N:25]=[C:24]([F:30])[C:23]=3[F:31])[S:19][C:15]=2[CH:14]=[C:13]([OH:33])[CH:12]=1)([CH3:10])[CH3:9].[S:19]1(=[O:20])(=[O:21])[C:15]2[CH:14]=[CH:13][CH:12]=[CH:11][C:16]=2[C:17](=[O:32])[NH:18]1 |f:1.2.3.4,8.9|. Reported procedure: Ethanethiol (0.82 ml, 11.26 mmol) was added to a suspension of aluminium chloride (0.99 g, 7.42 mmol) in chloroform (20 ml) at 0° C. The mixture was stirred for 10 minutes then a solution of 4-isopropyl-6-methoxy 2-(2,3,5,6-tetrafluoro-4-pyridyl) 1,2-benzisothiazol-3(2H)-one 1,1-dioxide (0.5 g, 1.73 mmol) in chloroform (10 ml) was added. The mixture was stirred at room temperature for 2-3 hours, then at reflux for 48 hours. The mixture was then cooled, poured over ice-water, acidified with dilut... Run in C(Cl)(Cl)Cl (chloroform), C(Cl)(Cl)Cl (chloroform). Reactants: C(C)(C)C1=CC(=CC2=C1C(N(S2(=O)=O)C2=C(C(=NC(=C2F)F)F)F)=O)OC (4-isopropyl-6-methoxy 2-(2,3,5,6-tetrafluoro-4-pyridyl) 1,2-benzisothiazol-3(2H)-one 1,1-dioxide), ice water, Cl (hydrochloric acid), C(C)S (Ethanethiol), [Cl-].[Al+3].[Cl-].[Cl-] (aluminium chloride). Product: C(C)(C)C1=CC(=CC2=C1CN(S2)C2=C(C(=NC(=C2F)F)F)F)O.S1(NC(C2=C1C=CC=C2)=O)(=O)=O (4-isopropyl-6-hydroxy-2-(2,3,5,6-tetrafluoro-4-pyridyl)-1,2-benzisothiazol 1,2-benzisothiazol-3(2H)-one 1,1-dioxide). The yield is 65.7%.